This data is from the Open Reaction Database (ORD), a public repository of structured organic reaction records. The task is: describe an organic reaction: reactants, conditions, products, and yield Yields the product Cc1cccc(Nc2c(Nc3ccccc3O)c(=O)c2=O)c1Cl. Reaction SMILES: [CH2:1]([O:2][c:4]1[c:5](=[O:17])[c:6](=[O:16])[c:7]1[NH:8][c:9]1[c:10]([OH:15])[cH:11][cH:12][cH:13][cH:14]1)[CH3:3].[CH3:27][S:28]([CH3:29])=[O:30].[Cl:18][c:19]1[c:20]([NH2:21])[cH:22][cH:23][cH:24][c:25]1[CH3:26]>>[c:4]1([NH:21][c:20]2[c:19]([Cl:18])[c:25]([CH3:26])[cH:24][cH:23][cH:22]2)[c:5](=[O:17])[c:6](=[O:16])[c:7]1[NH:8][c:9]1[c:10]([OH:15])[cH:11][cH:12][cH:13][cH:14]1. The reactants are CCOc1c(Nc2ccccc2O)c(=O)c1=O, CS(C)=O, Cc1cccc(N)c1Cl. Reactants: C(=O)C1=CC=C(C=C1)NC(=O)C=1C=C(C=CC1)CNC(=O)CCN1CCC(CC1)OC(NC1=C(C=CC=C1)C1=CC=CC=C1)=O (biphenyl-2-ylcarbamic acid 1-(2-{[3-(4-formylphenylcarbamoyl)-phenyl]methylcarbamoyl}ethyl)piperidin-4-yl ester), C(C)(=O)O.NC[C@H](O[Si](C)(C)C(C)(C)C)C1=C2C=CC(NC2=C(C=C1)O)=O (5-[(R)-2-amino-1-(tert-butyldimethylsilanyloxy)ethyl]-8-hydroxy-1H-quinolin-2-one acetic acid salt), C([O-])(O)=O.[Na+] (sodium bicarbonate), C(C)(=O)O[BH-](OC(C)=O)OC(C)=O.[Na+] (Sodium triacetoxyborohydride). The solvent is C(Cl)Cl (DCM), CO (MeOH). Conditions: time 3 hour. Product: [Si](C)(C)(C(C)(C)C)O[C@@H](CNCC1=CC=C(C=C1)NC(=O)C=1C=C(C=CC1)CNC(=O)CCN1CCC(CC1)OC(NC1=C(C=CC=C1)C1=CC=CC=C1)=O)C1=C2C=CC(NC2=C(C=C1)O)=O (Biphenyl-2-ylcarbamic Acid 1-(2-{[3-(4-{[(R)-2-(tert-Butyldimethylsilanyloxy)-2-(8-hydroxy-2-oxo-1,2-dihydroquinolin-5- yl)ethylamino]-methyl}phenylcarbamoyl)phenyl]methylcarbamoyl}ethyl)piperidin-4-yl Ester). Reaction SMILES: [CH:1]([C:3]1[CH:8]=[CH:7][C:6]([NH:9][C:10]([C:12]2[CH:13]=[C:14]([CH2:18][NH:19][C:20]([CH2:22][CH2:23][N:24]3[CH2:29][CH2:28][CH:27]([O:30][C:31](=[O:45])[NH:32][C:33]4[CH:38]=[CH:37][CH:36]=[CH:35][C:34]=4[C:39]4[CH:44]=[CH:43][CH:42]=[CH:41][CH:40]=4)[CH2:26][CH2:25]3)=[O:21])[CH:15]=[CH:16][CH:17]=2)=[O:11])=[CH:5][CH:4]=1)=O.C(O)(=O)C.[NH2:50][CH2:51][C@@H:52]([C:61]1[CH:70]=[CH:69][C:68]([OH:71])=[C:67]2[C:62]=1[CH:63]=[CH:64][C:65](=[O:72])[NH:66]2)[O:53][Si:54]([C:57]([CH3:60])([CH3:59])[CH3:58])([CH3:56])[CH3:55].C(O[BH-](OC(=O)C)OC(=O)C)(=O)C.[Na+].C(=O)(O)[O-].[Na+]>C(Cl)Cl.CO>[Si:54]([O:53][C@H:52]([C:61]1[CH:70]=[CH:69][C:68]([OH:71])=[C:67]2[C:62]=1[CH:63]=[CH:64][C:65](=[O:72])[NH:66]2)[CH2:51][NH:50][CH2:1][C:3]1[CH:4]=[CH:5][C:6]([NH:9][C:10]([C:12]2[CH:13]=[C:14]([CH2:18][NH:19][C:20]([CH2:22][CH2:23][N:24]3[CH2:29][CH2:28][CH:27]([O:30][C:31](=[O:45])[NH:32][C:33]4[CH:38]=[CH:37][CH:36]=[CH:35][C:34]=4[C:39]4[CH:44]=[CH:43][CH:42]=[CH:41][CH:40]=4)[CH2:26][CH2:25]3)=[O:21])[CH:15]=[CH:16][CH:17]=2)=[O:11])=[CH:7][CH:8]=1)([C:57]([CH3:60])([CH3:59])[CH3:58])([CH3:56])[CH3:55] |f:1.2,3.4,5.6|. Procedure: A solution of biphenyl-2-ylcarbamic acid 1-(2-{[3-(4-formylphenylcarbamoyl)-phenyl]methylcarbamoyl}ethyl)piperidin-4-yl ester (151 mg, 0.250 mmol) and 5-[(R)-2-amino-1-(tert-butyldimethylsilanyloxy)ethyl]-8-hydroxy-1H-quinolin-2-one acetic acid salt (98.6 mg, 0.250 mmol) in 1:1 MeOH:DCM (2.0 mL) was stirred at room temperature for 3 h. Sodium triacetoxyborohydride (159 mg, 0.750 mmol) was added and the reaction mixture was stirred at room temperature for 3 h. LC-MS (Method 10-90) showed product ... Starting materials: C(C)(C)(C)OC(=O)N1CCC(CC1)N1N=CC(=C1)C=1C(=NC=C(C1)C1=CC2=CC=CC=C2C=C1)N (4-[4-(2-amino-5-naphthalen-2-ylpyridin-3-yl)-pyrazol-1-yl]-piperidine-1-carboxylic acid tert-butyl ester), C1=C(C=CC2=CC=CC=C12)B(O)O (2-naphthylboronic acid), C(C)(C)(C)OC(=O)N1CCC(CC1)N1N=CC(=C1)C=1C=NC(=C(C1)Br)N (4-[4-(6-amino-5-bromopyridin-3-yl)-pyrazol-1-yl]-piperidine-1-carboxylic acid tert-butyl ester), C(C)(C)(C)OC(=O)N1CCC(CC1)N1N=CC(=C1)C=1C(=NC=C(C1)Br)N (4-[4-(2-amino-5-bromopyridin-3-yl)-pyrazol-1-yl]-piperidine-1-carboxylic acid tert-butyl ester), O1CCOCC1 (1,4-dioxane), C1=C(C=CC2=CC=CC=C12)B(O)O (2-naphthylboronic acid), C1=C(C=CC2=CC=CC=C12)B(O)O (2-naphthylboronic acid), C(=O)([O-])[O-].[Cs+].[Cs+] (Cs2CO3), O (H2O). Reagents/catalysts: C=1C=CC(=CC1)[P](C=2C=CC=CC2)(C=3C=CC=CC3)[Pd]([P](C=4C=CC=CC4)(C=5C=CC=CC5)C=6C=CC=CC6)([P](C=7C=CC=CC7)(C=8C=CC=CC8)C=9C=CC=CC9)[P](C=1C=CC=CC1)(C=1C=CC=CC1)C=1C=CC=CC1 (Pd(PPh3)4), C=1C=CC(=CC1)[P](C=2C=CC=CC2)(C=3C=CC=CC3)[Pd]([P](C=4C=CC=CC4)(C=5C=CC=CC5)C=6C=CC=CC6)([P](C=7C=CC=CC7)(C=8C=CC=CC8)C=9C=CC=CC9)[P](C=1C=CC=CC1)(C=1C=CC=CC1)C=1C=CC=CC1 (Pd(PPh3)4), C=1C=CC(=CC1)[P](C=2C=CC=CC2)(C=3C=CC=CC3)[Pd]([P](C=4C=CC=CC4)(C=5C=CC=CC5)C=6C=CC=CC6)([P](C=7C=CC=CC7)(C=8C=CC=CC8)C=9C=CC=CC9)[P](C=1C=CC=CC1)(C=1C=CC=CC1)C=1C=CC=CC1 (Pd(PPh3)4). Solvent: CCOC(=O)C (EtOAc). Conditions: temperature 105 celsius. Yields the product C(C)(C)(C)OC(=O)N1CCC(CC1)N1N=CC(=C1)C=1C=NC(=C(C1)C1=CC2=CC=CC=C2C=C1)N (4-[4-(6-Amino-5-naphthalen-2-ylpyridin-3-yl)-pyrazol-1-yl]-piperidine-1-carboxylic acid tert-butyl ester). Reaction SMILES: [CH:1]1[C:10]2[C:5](=[CH:6][CH:7]=[CH:8][CH:9]=2)[CH:4]=[CH:3][C:2]=1B(O)O.[C:14]([O:18][C:19]([N:21]1[CH2:26][CH2:25][CH:24]([N:27]2[CH:31]=[C:30]([C:32]3[CH:33]=[N:34][C:35]([NH2:39])=[C:36](Br)[CH:37]=3)[CH:29]=[N:28]2)[CH2:23][CH2:22]1)=[O:20])([CH3:17])([CH3:16])[CH3:15].C(OC(N1CCC(N2C=C(C3C(N)=NC=C(Br)C=3)C=N2)CC1)=O)(C)(C)C.O1CCOCC1.C([O-])([O-])=O.[Cs+].[Cs+].O.C(OC(N1CCC(N2C=C(C3C(N)=NC=C(C4C=CC5C(=CC=CC=5)C=4)C=3)C=N2)CC1)=O)(C)(C)C>CCOC(C)=O.C1C=CC([P]([Pd]([P](C2C=CC=CC=2)(C2C=CC=CC=2)C2C=CC=CC=2)([P](C2C=CC=CC=2)(C2C=CC=CC=2)C2C=CC=CC=2)[P](C2C=CC=CC=2)(C2C=CC=CC=2)C2C=CC=CC=2)(C2C=CC=CC=2)C2C=CC=CC=2)=CC=1>[C:14]([O:18][C:19]([N:21]1[CH2:26][CH2:25][CH:24]([N:27]2[CH:31]=[C:30]([C:32]3[CH:33]=[N:34][C:35]([NH2:39])=[C:36]([C:2]4[CH:3]=[CH:4][C:5]5[C:10](=[CH:9][CH:8]=[CH:7][CH:6]=5)[CH:1]=4)[CH:37]=3)[CH:29]=[N:28]2)[CH2:23][CH2:22]1)=[O:20])([CH3:17])([CH3:15])[CH3:16] |f:4.5.6,^1:123,125,144,163|. Procedure: A solution of 2-naphthylboronic acid (43 mg, 0.25 mmol), Pd(PPh3)4 (23 mg, 0.020 mmol), and a mixture of 4-[4-(6-amino-5-bromopyridin-3-yl)-pyrazol-1-yl]-piperidine-1-carboxylic acid tert-butyl ester and 4-[4-(2-amino-5-bromopyridin-3-yl)-pyrazol-1-yl]-piperidine-1-carboxylic acid tert-butyl ester (together 92.2 mg, 0.138 mmol) in 1,4-dioxane (3.5 mL, 45 mmol) in a sealable microwave tube was charged with a solution of Cs2CO3 (140 mg, 0.44 mmol) in H2O (0.90 mL, 50 mmol), flushed with nitrogen, ...